describe an organic reaction: reactants, conditions, products, and yield From a dataset of the Open Reaction Database (ORD), a public repository of structured organic reaction records. Starting materials: CCN=C=NCCCN(C)C, CCN(C(C)C)C(C)C, Cl, NCC(=O)N1CCC(Oc2cccc(C(F)(F)F)c2)CC1, CN(C)C=O, O, On1nnc2ccccc21, O=C(O)c1cn(-c2ccccc2)cn1. The product is O=C(NCC(=O)N1CCC(Oc2cccc(C(F)(F)F)c2)CC1)c1cn(-c2ccccc2)cn1. Reaction SMILES: [CH3:34][CH2:35][N:36]=[C:37]=[N:38][CH2:39][CH2:40][CH2:41][N:42]([CH3:43])[CH3:44].[CH:1]([N:2]([CH2:3][CH3:4])[CH:5]([CH3:6])[CH3:7])([CH3:8])[CH3:9].[ClH:45].[NH2:46][CH2:47][C:48](=[O:49])[N:50]1[CH2:51][CH2:52][CH:53]([O:56][c:57]2[cH:58][c:59]([C:63]([F:64])([F:65])[F:66])[cH:60][cH:61][cH:62]2)[CH2:54][CH2:55]1.[O:67]=[CH:68][N:69]([CH3:70])[CH3:71].[OH2:72].[OH:24][n:25]1[c:26]2[c:27]([cH:28][cH:29][cH:30][cH:31]2)[n:32][n:33]1.[c:10]1(-[n:16]2[cH:17][n:18][c:19]([C:21](=[O:22])[OH:23])[cH:20]2)[cH:11][cH:12][cH:13][cH:14][cH:15]1>>[c:10]1(-[n:16]2[cH:17][n:18][c:19]([C:21](=[O:23])[NH:46][CH2:47][C:48](=[O:49])[N:50]3[CH2:51][CH2:52][CH:53]([O:56][c:57]4[cH:58][c:59]([C:63]([F:64])([F:65])[F:66])[cH:60][cH:61][cH:62]4)[CH2:54][CH2:55]3)[cH:20]2)[cH:11][cH:12][cH:13][cH:14][cH:15]1.